Dataset: the Open Reaction Database (ORD), a public repository of structured organic reaction records. Task: describe an organic reaction: reactants, conditions, products, and yield The reactants are C(CCCC)[C@@H]1CC[C@H](CC1)C1=CC=C(C=C1)Br (4-(trans-4-pentylcyclohexyl)bromobenzene), FC1=NC(=CC=C1B(O)O)F (2,6-difluoropyridine-3-boronic acid), C1(=CC=CC=C1)C (toluene), C(=O)([O-])[O-].[Na+].[Na+] (Na2CO3). Reagents/catalysts: C=1C=CC(=CC1)[P](C=2C=CC=CC2)(C=3C=CC=CC3)[Pd]([P](C=4C=CC=CC4)(C=5C=CC=CC5)C=6C=CC=CC6)([P](C=7C=CC=CC7)(C=8C=CC=CC8)C=9C=CC=CC9)[P](C=1C=CC=CC1)(C=1C=CC=CC1)C=1C=CC=CC1 (Pd(PPh3)4). Run in C(C)O (ethanol). Conditions: temperature 60 celsius, time 2 hour. Product: FC1=NC(=CC=C1C1=CC=C(C=C1)[C@@H]1CC[C@H](CC1)CCCCC)F (2,6-difluoro-3-[4-(trans-4-pentylcyclohexyl)phenyl]-pyridine). Reaction SMILES: [CH2:1]([C@H:6]1[CH2:11][CH2:10][C@H:9]([C:12]2[CH:17]=[CH:16][C:15](Br)=[CH:14][CH:13]=2)[CH2:8][CH2:7]1)[CH2:2][CH2:3][CH2:4][CH3:5].[F:19][C:20]1[C:25](B(O)O)=[CH:24][CH:23]=[C:22]([F:29])[N:21]=1.C1(C)C=CC=CC=1.C([O-])([O-])=O.[Na+].[Na+]>C1C=CC([P]([Pd]([P](C2C=CC=CC=2)(C2C=CC=CC=2)C2C=CC=CC=2)([P](C2C=CC=CC=2)(C2C=CC=CC=2)C2C=CC=CC=2)[P](C2C=CC=CC=2)(C2C=CC=CC=2)C2C=CC=CC=2)(C2C=CC=CC=2)C2C=CC=CC=2)=CC=1.C(O)C>[F:19][C:20]1[C:25]([C:15]2[CH:16]=[CH:17][C:12]([C@H:9]3[CH2:10][CH2:11][C@H:6]([CH2:1][CH2:2][CH2:3][CH2:4][CH3:5])[CH2:7][CH2:8]3)=[CH:13][CH:14]=2)=[CH:24][CH:23]=[C:22]([F:29])[N:21]=1 |f:3.4.5,^1:46,48,67,86|. Procedure: A mixture of 0,05 M of 4-(trans-4-pentylcyclohexyl)bromobenzene, 0,06 M of 2,6-difluoropyridine-3-boronic acid, 1,25 g of Pd(PPh3)4, 100 ml of toluene, 40 ml of ethanol and 50 ml of 2 M Na2CO3 -solution is heated at 60 ° C under stirring for 2 hours. Customary work-up and recrystallisation from ethanol gives 2,6-difluoro-3-[4-(trans-4-pentylcyclohexyl)phenyl]-pyridine with C 58° N 107° I. Reactants: C1(=CC=CC=C1)C1(C=CCC=C1)C(C(=O)OC)C (methyl 2-(1-phenyl-2,5-cyclohexadien-1-yl)-propionate), CCOCC (ether), [H-].[Al+3].[Li+].[H-].[H-].[H-] (lithium aluminum hydride), CCOCC (ether), C(C)(=O)OCC (ethyl acetate). Run in O (water). Run at time 5 hour. Product: ether petroleum ether, CC(CO)C1(C=CCC=C1)C1=CC=CC=C1 (β-methyl-1-phenyl-2,5-cyclohexadien-1ethanol). Reaction SMILES: [H-].[Al+3].[Li+].[H-].[H-].[H-].CCOCC.[C:12]1([C:18]2([CH:24]([CH3:29])[C:25](OC)=[O:26])[CH:23]=[CH:22][CH2:21][CH:20]=[CH:19]2)[CH:17]=[CH:16][CH:15]=[CH:14][CH:13]=1.C(OCC)(=O)C>O>[CH3:29][CH:24]([C:18]1([C:12]2[CH:17]=[CH:16][CH:15]=[CH:14][CH:13]=2)[CH:23]=[CH:22][CH2:21][CH:20]=[CH:19]1)[CH2:25][OH:26] |f:0.1.2.3.4.5|. Procedure: 0.76 g. of lithium aluminum hydride is placed in 20 ml. of absolute ether. 2.42 g. of methyl 2-(1-phenyl-2,5-cyclohexadien-1-yl)-propionate in 20 ml. of absolute ether are added dropwise thereto. After stirring at room temperature for 5 hours, the mixture is worked-up as follows: The mixture is treated with ethyl acetate and water, filtered under suction and the organic phase is separated from the aqueous phase. The organic phase is dried with sodium sulfate, filtered and evaporated. The crude p...